From a dataset of the Open Reaction Database (ORD), a public repository of structured organic reaction records. describe an organic reaction: reactants, conditions, products, and yield Reactants: C1CCOC1, COC(=O)C(Cc1ccc(-c2c(OC)cccc2OC)cc1)NC(=O)c1c(Cl)cc(Br)cc1Cl, C[Si](C)(C)CCOCn1nccc1B(O)O. Product: COC(=O)C(Cc1ccc(-c2c(OC)cccc2OC)cc1)NC(=O)c1c(Cl)cc(-c2ccnn2COCC[Si](C)(C)C)cc1Cl. As a reaction SMILES: [CH2:51]1[O:52][CH2:53][CH2:54][CH2:55]1.[CH3:1][O:2][C:3]([CH:4]([NH:5][C:6]([c:7]1[c:8]([Cl:15])[cH:9][c:10]([Br:14])[cH:11][c:12]1[Cl:13])=[O:16])[CH2:17][c:18]1[cH:19][cH:20][c:21](-[c:24]2[c:25]([O:32][CH3:33])[cH:26][cH:27][cH:28][c:29]2[O:30][CH3:31])[cH:22][cH:23]1)=[O:34].[CH3:35][Si:36]([CH2:37][CH2:38][O:39][CH2:40][n:41]1[n:42][cH:43][cH:44][c:45]1[B:46]([OH:47])[OH:48])([CH3:49])[CH3:50]>>[CH3:1][O:2][C:3]([CH:4]([NH:5][C:6]([c:7]1[c:8]([Cl:15])[cH:9][c:10](-[c:45]2[n:41]([CH2:40][O:39][CH2:38][CH2:37][Si:36]([CH3:35])([CH3:49])[CH3:50])[n:42][cH:43][cH:44]2)[cH:11][c:12]1[Cl:13])=[O:16])[CH2:17][c:18]1[cH:19][cH:20][c:21](-[c:24]2[c:25]([O:32][CH3:33])[cH:26][cH:27][cH:28][c:29]2[O:30][CH3:31])[cH:22][cH:23]1)=[O:34]. Starting materials: [Si](C)(C)(C(C)(C)C)OC[C@H]1C[C@H](CCC1)COC(C(=O)OC(C)(C)C)(C)C (tert-butyl 2-[cis-3-(tert-butyidimethylsilanyloxymethyl)cyclohexyl-methoxy]-2-methylpropionate), [Si](C)(C)(C(C)(C)C)OC[C@H]1C[C@H](CCC1)COC(C(=O)OC(C)(C)C)(C)C (tert-butyl 2-[cis-3-(tert-butyldimethylsilanyloxymethyl)cyclohexylmethoxy]-2-methylpropionate), O (Water), CC(C)(C)OC (MTBE), TBAF trihydrate. Run in C1CCOC1 (THF). Reaction conditions: temperature 60 celsius, time 90 minute. Yields the product OC[C@H]1C[C@H](CCC1)COC(C(=O)OC(C)(C)C)(C)C (tert-butyl 2-[cis-3-hydroxymethylcyclohexylmethoxy]-2-methylpropionate). Yield: 45.1%. Reaction SMILES: [Si]([O:8][CH2:9][C@@H:10]1[CH2:15][CH2:14][CH2:13][C@H:12]([CH2:16][O:17][C:18]([CH3:27])([CH3:26])[C:19]([O:21][C:22]([CH3:25])([CH3:24])[CH3:23])=[O:20])[CH2:11]1)(C(C)(C)C)(C)C.O.CC(OC)(C)C>C1COCC1>[OH:8][CH2:9][C@@H:10]1[CH2:15][CH2:14][CH2:13][C@H:12]([CH2:16][O:17][C:18]([CH3:27])([CH3:26])[C:19]([O:21][C:22]([CH3:25])([CH3:24])[CH3:23])=[O:20])[CH2:11]1. Procedure details: 4.5 g of tert-butyl 2-[cis-3-(tert-butyidimethylsilanyloxymethyl)cyclohexyl-methoxy]-2-methylpropionate (synthesis analogously to tert-butyl 2-[cis-3-(tert-butyldimethylsilanyloxymethyl)cyclohexylmethoxy]-2-methylpropionate in Example 55) are dissolved in 85 ml of THF, 2.24 g of TBAF trihydrate are added and the mixture is stirred at 60° C. for 90 min. Water and MTBE are added, the phases are separated and the organic phase is dried over MgSO4 and concentrated. The residue is chromatographed on ...